This data is from the Open Reaction Database (ORD), a public repository of structured organic reaction records. The task is: describe an organic reaction: reactants, conditions, products, and yield Starting materials: CC(C)(C)OC(=O)Nc1ccnc2ccccc12, Cl, [Na+], [OH-], O. The product is Nc1ccnc2ccccc12. RXN SMILES: [C:1]([O:2][C:3](=[O:4])[NH:7][c:8]1[cH:9][cH:10][n:11][c:12]2[cH:13][cH:14][cH:15][cH:16][c:17]12)([CH3:5])([CH3:6])[CH3:18].[ClH:21].[Na+:20].[OH-:19].[OH2:22]>>[NH2:7][c:8]1[cH:9][cH:10][n:11][c:12]2[cH:13][cH:14][cH:15][cH:16][c:17]12.